From a dataset of the Open Reaction Database (ORD), a public repository of structured organic reaction records. describe an organic reaction: reactants, conditions, products, and yield The reactants are NC(C1=CC=C(OCCCC2CCN(CC2)CCCOC2=CC=C(C(=NO)N)C=C2)C=C1)=NO (4-{3-[4-(3-{4-[amino(hydroxyimino)methyl]phenoxy}propyl)-1-piperidinyl]propoxy}-N′-hydroxybenzamidine). Reagents/catalysts: [Pd] (palladium on carbon). The solvent is C(C)(=O)O (acetic acid), C(C)(=O)OC(C)=O (acetic anhydride). Reaction conditions: time 40 minute. Product: NC(C1=CC=C(OCCCC2CCN(CC2)CCCOC2=CC=C(C(=N)N)C=C2)C=C1)=N (4-{3-[4-(3-{4-[amino(imino)methyl]phenoxy}propyl)-1-piperidinyl]propoxy}benzamidine). Yield: 61.2%. As a reaction SMILES: [NH2:1][C:2](=[N:33]O)[C:3]1[CH:32]=[CH:31][C:6]([O:7][CH2:8][CH2:9][CH2:10][CH:11]2[CH2:16][CH2:15][N:14]([CH2:17][CH2:18][CH2:19][O:20][C:21]3[CH:30]=[CH:29][C:24]([C:25]([NH2:28])=[N:26]O)=[CH:23][CH:22]=3)[CH2:13][CH2:12]2)=[CH:5][CH:4]=1>C(O)(=O)C.C(OC(=O)C)(=O)C.[Pd]>[NH2:33][C:2](=[NH:1])[C:3]1[CH:32]=[CH:31][C:6]([O:7][CH2:8][CH2:9][CH2:10][CH:11]2[CH2:16][CH2:15][N:14]([CH2:17][CH2:18][CH2:19][O:20][C:21]3[CH:22]=[CH:23][C:24]([C:25]([NH2:28])=[NH:26])=[CH:29][CH:30]=3)[CH2:13][CH2:12]2)=[CH:5][CH:4]=1. Procedure: Into a suspension of 1.07 g of 4-{3-[4-(3-{4-[amino(hydroxyimino)methyl]phenoxy}propyl)-1-piperidinyl]propoxy}-N′-hydroxybenzamidine in 10 mL of acetic acid, 0.64 mL of acetic anhydride was added at room temperature, and the suspension was stirred at room temperature for 40 min. The mixture, after adding 0.10 g of 5% palladium on carbon, was stirred under hydrogen atmosphere for 2 hours 15 min. The mixture was filtered to remove insoluble matters, and after adding 4 mL of 6.0 mol/L hydrochloric ... The reactants are O (water), Cl.NO (Hydroxylamine hydrochloride), C(C)(=O)[O-].[Na+] (sodium acetate), O1C(CCCC1)N1C=NC2=C1C=CC(=C2)C(CC)=O (1-(1-(tetrahydro-2H-pyran-2-yl)-1H-benzo[d]imidazol-5-yl)propan-1-one). Solvent: CO (MeOH). The product is O1C(CCCC1)N1C=NC2=C1C=CC(=C2)C(CC)=NO (1-(1-(tetrahydro-2H-pyran-2-yl)-1H-benzo[d]imidazol-5-yl)propan-1-one oxime). Isolated yield 89.1%. As a reaction SMILES: Cl.[NH2:2][OH:3].C([O-])(=O)C.[Na+].[O:9]1[CH2:14][CH2:13][CH2:12][CH2:11][CH:10]1[N:15]1[C:19]2[CH:20]=[CH:21][C:22]([C:24](=O)[CH2:25][CH3:26])=[CH:23][C:18]=2[N:17]=[CH:16]1.O>CO>[O:9]1[CH2:14][CH2:13][CH2:12][CH2:11][CH:10]1[N:15]1[C:19]2[CH:20]=[CH:21][C:22]([C:24](=[N:2][OH:3])[CH2:25][CH3:26])=[CH:23][C:18]=2[N:17]=[CH:16]1 |f:0.1,2.3|. Procedure details: Hydroxylamine hydrochloride (54 mg, 0.78 mmol) and sodium acetate (100 mg, 1 mmol) were added to a solution of 1-(1-(tetrahydro-2H-pyran-2-yl)-1H-benzo[d]imidazol-5-yl)propan-1-one (100 mg, 0.39 mmol) in MeOH (5 mL). The mixture was refluxed overnight. The mixture was poured into water and extracted with EtOAc. The organics were washed sequentially with water and brine, then (Na2SO4). Removal of solvent followed by SiO2 chromatography afforded 1-(1-(tetrahydro-2H-pyran-2-yl)-1H-benzo[d]imidazol-... Reactants: FC(F)Oc1cc(Br)cc(Br)c1, CCCCC([Sn])=C(CCCC)CCCC, Cc1cc(C(C)(C)C)c(O)c(C(C)(C)C)c1, Cc1ccccc1, [Na+], [OH-], c1ccc(P(c2ccccc2)(c2ccccc2)[Pd](P(c2ccccc2)(c2ccccc2)c2ccccc2)(P(c2ccccc2)(c2ccccc2)c2ccccc2)P(c2ccccc2)(c2ccccc2)c2ccccc2)cc1. The product is C=Cc1cc(Br)cc(OC(F)F)c1. As a reaction SMILES: [Br:16][c:17]1[cH:18][c:19]([Br:27])[cH:20][c:21]([O:23][CH:24]([F:25])[F:26])[cH:22]1.[CH2:1]([CH2:2][CH2:14][CH3:15])[C:3]([Sn:4])=[C:5]([CH2:6][CH2:7][CH2:8][CH3:9])[CH2:10][CH2:11][CH2:12][CH3:13].[CH3:28][c:29]1[cH:30][c:31]([C:32]([CH3:33])([CH3:34])[CH3:35])[c:36]([OH:37])[c:38]([C:39]([CH3:40])([CH3:41])[CH3:42])[cH:43]1.[CH3:46][c:47]1[cH:48][cH:49][cH:50][cH:51][cH:52]1.[Na+:45].[OH-:44].[cH:53]1[cH:54][cH:55][c:56]([P:57]([Pd:58]([P:59]([c:60]2[cH:61][cH:62][cH:63][cH:64][cH:65]2)([c:66]2[cH:67][cH:68][cH:69][cH:70][cH:71]2)[c:72]2[cH:73][cH:74][cH:75][cH:76][cH:77]2)([P:78]([c:79]2[cH:80][cH:81][cH:82][cH:83][cH:84]2)([c:85]2[cH:86][cH:87][cH:88][cH:89][cH:90]2)[c:91]2[cH:92][cH:93][cH:94][cH:95][cH:96]2)[P:97]([c:98]2[cH:99][cH:100][cH:101][cH:102][cH:103]2)([c:104]2[cH:105][cH:106][cH:107][cH:108][cH:109]2)[c:110]2[cH:111][cH:112][cH:113][cH:114][cH:115]2)([c:116]2[cH:117][cH:118][cH:119][cH:120][cH:121]2)[c:122]2[cH:123][cH:124][cH:125][cH:126][cH:127]2)[cH:128][cH:129]1>>[CH:1](=[CH2:2])[c:17]1[cH:18][c:19]([Br:27])[cH:20][c:21]([O:23][CH:24]([F:25])[F:26])[cH:22]1. Starting materials: Nc1nc(N)c2c(N3CCNCC3)cccc2n1, Cc1cccc(S(=O)(=O)Cl)c1. Product: Cc1cccc(S(=O)(=O)N2CCN(c3cccc4nc(N)nc(N)c34)CC2)c1. RXN SMILES: [N:1]1([c:7]2[c:8]3[c:9]([NH2:18])[n:10][c:11]([NH2:17])[n:12][c:13]3[cH:14][cH:15][cH:16]2)[CH2:2][CH2:3][NH:4][CH2:5][CH2:6]1.[c:19]1([CH3:29])[cH:20][c:21]([S:25](=[O:26])(=[O:27])[Cl:28])[cH:22][cH:23][cH:24]1>>[N:1]1([c:7]2[c:8]3[c:9]([NH2:18])[n:10][c:11]([NH2:17])[n:12][c:13]3[cH:14][cH:15][cH:16]2)[CH2:2][CH2:3][N:4]([S:25]([c:21]2[cH:20][c:19]([CH3:29])[cH:24][cH:23][cH:22]2)(=[O:26])=[O:27])[CH2:5][CH2:6]1.